Dataset: the Open Reaction Database (ORD), a public repository of structured organic reaction records. Task: describe an organic reaction: reactants, conditions, products, and yield Reactants: O1CCN(CC1)C1=CC=C(C=C1)N=C=S (4-morpholinophenylisothiocyanate), C1(=CC(=CC(=C1)C)C)C(=O)[O-].N[N+]1=C(C=NC=C1)N (1,2-diamino-pyrazinium mesitylenate), C(C)(C)N(CC)C(C)C (diisopropylethylamine), CCN=C=NCCCN(C)C.Cl (EDCl). The solvent is ClCCl (dichloromethane). Conditions: time 6 hour. The product is ClC=1C=2N(C=CN1)N=C(N2)NC2=CC=C(C=C2)N2CCOCC2 (8-Chloro-[1,2,4]triazolo[1,5-a]pyrazin-2-yl-(4-morpholin-4-yl-phenyl)-amine). Yield: 84.1%. Reaction SMILES: [O:1]1[CH2:6][CH2:5][N:4]([C:7]2[CH:12]=[CH:11][C:10]([N:13]=[C:14]=S)=[CH:9][CH:8]=2)[CH2:3][CH2:2]1.C1(C([O-])=O)C=C(C)C=C(C)C=1.[NH2:27][N+:28]1[CH:33]=[CH:32][N:31]=[CH:30][C:29]=1[NH2:34].C(N(C(C)C)CC)(C)C.CCN=C=NCCCN(C)C.[ClH:55]>ClCCl>[Cl:55][C:30]1[C:29]2[N:28]([N:27]=[C:14]([NH:13][C:10]3[CH:11]=[CH:12][C:7]([N:4]4[CH2:5][CH2:6][O:1][CH2:2][CH2:3]4)=[CH:8][CH:9]=3)[N:34]=2)[CH:33]=[CH:32][N:31]=1 |f:1.2,4.5|. Procedure: To a solution of 4-morpholinophenylisothiocyanate (2 g, 8.99 mmol) in dry dichloromethane (200 ml), 1,2-diamino-pyrazinium mesitylenate (3.86 g, 11.24 mmol), diisopropylethylamine (5.81 g, 44.99 mmol) and EDCl (3.44 g, 17.98 mmol) are added and stirred for 6 hours. The reaction mixture is concentrated and the residue is taken in water (100 ml), triturated and filtered, washed with water (50 ml×2) and dried, the crude solid is purified by silica column using (60-120) mesh to get the titled produc... The reactants are B, C1CCOC1, C1CCOC1, CCN1CCN(C(=O)c2cc(N)cc(C(F)(F)F)c2)CC1. The product is CCN1CCN(Cc2cc(N)cc(C(F)(F)F)c2)CC1. Reaction SMILES: [BH3:22].[CH2:23]1[O:24][CH2:25][CH2:26][CH2:27]1.[CH2:28]1[O:29][CH2:30][CH2:31][CH2:32]1.[NH2:1][c:2]1[cH:3][c:4]([C:12](=[O:13])[N:14]2[CH2:15][CH2:16][N:17]([CH2:20][CH3:21])[CH2:18][CH2:19]2)[cH:5][c:6]([C:8]([F:9])([F:10])[F:11])[cH:7]1>>[NH2:1][c:2]1[cH:3][c:4]([CH2:12][N:14]2[CH2:15][CH2:16][N:17]([CH2:20][CH3:21])[CH2:18][CH2:19]2)[cH:5][c:6]([C:8]([F:9])([F:10])[F:11])[cH:7]1. Starting materials: [H-].[Al+3].[Li+].[H-].[H-].[H-] (lithium aluminium hydride), BrC1=C(C=CC=C1)CC#N (2-bromophenylacetonitrile), [OH-].[K+] (potassium hydroxide). Solvent: CCOCC (ether), CCOCC (ether). Product: BrC1=C(C=CC=C1)CCN (2-(2-bromo-phenyl)-ethylamine). Yield: 92.9%. Reaction SMILES: [Br:1][C:2]1[CH:7]=[CH:6][CH:5]=[CH:4][C:3]=1[CH2:8][C:9]#[N:10].[H-].[Al+3].[Li+].[H-].[H-].[H-].[OH-].[K+]>CCOCC>[Br:1][C:2]1[CH:7]=[CH:6][CH:5]=[CH:4][C:3]=1[CH2:8][CH2:9][NH2:10] |f:1.2.3.4.5.6,7.8|. Procedure details: 10.0 g (51.0 mmol) 2-bromophenylacetonitrile were dissolved in 80 ml ether and the solution was added dropwise to 5.81 g (153 mol) lithium aluminium hydride in 230 ml ether. The mixture was heated under reflux for three hours, while stirring, and, after cooling, 80 ml potassium hydroxide solution (10 wt. %) were slowly added dropwise, with vigorous stirring. After stirring overnight, the supernatant was decanted off, the residue was rinsed twice with 100 ml ether each time, the combined organic ... The reactants are N#N.C(C)(C)(C)OC([C@@H](NC(=O)OC(C)(C)C)CCCCNC#N)=O (N2 (tert-butoxycarbonyl)-N6 -(cyano)-L-lysine tert-butyl ester), foamy solid, N#N.Cl.C(C)(C)(C)OC([C@@H](NC(=O)OC(C)(C)C)CCCCNC=NOCC)=O (N2 (tert-butoxycarbonyl)-N6 -(ethoxyiminomethyl)-L-lysine tert-butyl ester hydrochloride), N#N.Cl.C(C)(C)(C)OC([C@@H](N)CCCNCOC=NC(=O)OC(C)(C)C)=O (N2 (tert-butoxycarbonyl)-N5 -(iminomethoxymethyl)-L-ornithine tert-butyl ester hydrochloride), CO (methanol). Run in ClCCl (dichloromethane). Product: N#N.Cl.C(C)(C)(C)OC([C@@H](NCOC=NC(=O)OC(C)(C)C)CCCCN)=O (N2 (tert-butoxycarbonyl)-N2 -(iminomethoxymethyl)-L-lysine tert-butyl ester hydrochloride). Reaction SMILES: [N:1]#[N:2].[C:3]([O:7][C:8](=[O:25])[C@H:9]([CH2:18][CH2:19][CH2:20][CH2:21][NH:22]C#N)[NH:10][C:11]([O:13][C:14](C)(C)C)=O)([CH3:6])([CH3:5])[CH3:4].N#N.[ClH:28].C(OC(=O)[C@H](CCCCNC=NOCC)[NH:36][C:37]([O:39][C:40]([CH3:43])([CH3:42])[CH3:41])=[O:38])(C)(C)C.N#N.Cl.C(OC(=O)[C@H](CCCNCOC=NC(OC(C)(C)C)=O)N)(C)(C)C.CO>ClCCl>[N:1]#[N:2].[ClH:28].[C:3]([O:7][C:8](=[O:25])[C@H:9]([CH2:18][CH2:19][CH2:20][CH2:21][NH2:22])[NH:10][CH2:11][O:13][CH:14]=[N:36][C:37]([O:39][C:40]([CH3:43])([CH3:42])[CH3:41])=[O:38])([CH3:4])([CH3:5])[CH3:6] |f:0.1,2.3.4,5.6.7,10.11.12|. Procedure: From 1.6 g (4.89 mmol) N2 -(tert-butoxycarbonyl)-N6 -(cyano)-L-lysine tert-butyl ester was prepared 1.5 g (75%) of foamy solid N2 -(tert-butoxycarbonyl)-N6 -(ethoxyiminomethyl)-L-lysine tert-butyl ester hydrochloride by the method described for N2 -(tert-butoxycarbonyl)-N5 -(iminomethoxymethyl)-L-ornithine tert-butyl ester hydrochloride. TLC (methanol:dichloromethane/1:9) Rf=0.36. Mass spectrum (CI) 360 (MH+, 60%). RXN SMILES: [C:1]([O:5][C:6](=[O:17])[NH:7][CH:8]1[CH2:13][CH2:12][N:11]([CH2:14][CH2:15]O)[CH2:10][CH2:9]1)([CH3:4])([CH3:3])[CH3:2].[CH3:18][CH:19]1[CH2:24][CH2:23][NH:22][CH2:21][CH2:20]1.CCN(C(C)C)C(C)C.[I-].C(C[P+](C)(C)C)#N.C([O-])([O-])=O.[K+].[K+]>C(#N)CC>[C:1]([O:5][C:6](=[O:17])[NH:7][CH:8]1[CH2:13][CH2:12][N:11]([CH2:14][CH2:15][N:22]2[CH2:23][CH2:24][CH:19]([CH3:18])[CH2:20][CH2:21]2)[CH2:10][CH2:9]1)([CH3:4])([CH3:3])[CH3:2] |f:3.4,5.6.7|. The reactants are [I-].C(#N)C[P+](C)(C)C (cyanomethyl-trimethyl-phosphonium iodide), C(C)(C)(C)OC(NC1CCN(CC1)CCO)=O ([1-(2-Hydroxy-ethyl)-piperidin-4-yl]-carbamic acid tert-butyl ester), CC1CCNCC1 (4-methyl piperidine), CCN(C(C)C)C(C)C (DIEA), C(=O)([O-])[O-].[K+].[K+] (K2CO3). The product is C(C)(C)(C)OC(NC1CCN(CC1)CCN1CCC(CC1)C)=O ({1-[2-(4-Methyl-piperidin-1-yl)-ethyl]-piperidin-4-yl}-carbamic acid tert-butyl ester). The solvent is C(CC)#N (propionitrile). Procedure: A mixture of ester 8 (3 g, 12.28 mmol), 4-methyl piperidine (1.46 ml, 12.28 mmol) and DIEA (2.7 ml, 15.96 mmol) in 30 ml of propionitrile is treated with solid cyanomethyl-trimethyl-phosphonium iodide (3.58 g, 14.74 mmol) and heated at reflux for 3 hours. After cooling to room temperature, a 2M-K2CO3 solution is added until basic and the mixture is extracted twice with DCM. The organic layers are washed with brine, dried over anhydrous sodium sulfate and evaporated. The crude material is purifie... Starting materials: CC1(NC(OC1)=O)CS(=O)(=O)CCS(=O)(=O)O (2-((4-methyl-2-oxooxazolidin-4-yl)methylsulfonyl)ethanesulfonic acid), C(C)(C)(C)OCl (tert-butylhypochlorite). The solvent is CO (MeOH). Reaction conditions: time 1 hour. Yields the product ClN1C(OCC1(C)CS(=O)(=O)CCS(=O)(=O)O)=O (2-((3-Chloro-4-methyl-2-oxooxazolidin-4-yl)methylsulfonyl)ethanesulfonic acid). Isolated yield 40.4%. Reaction SMILES: [CH3:1][C:2]1([CH2:8][S:9]([CH2:12][CH2:13][S:14]([OH:17])(=[O:16])=[O:15])(=[O:11])=[O:10])[CH2:6][O:5][C:4](=[O:7])[NH:3]1.C(O[Cl:23])(C)(C)C>CO>[Cl:23][N:3]1[C:2]([CH2:8][S:9]([CH2:12][CH2:13][S:14]([OH:17])(=[O:16])=[O:15])(=[O:10])=[O:11])([CH3:1])[CH2:6][O:5][C:4]1=[O:7]. Procedure details: To a solution of 2-((4-methyl-2-oxooxazolidin-4-yl)methylsulfonyl)ethanesulfonic acid (950 mg, 3.31 mmol) in MeOH (5 ml) was added, dropwise, tert-butylhypochlorite (500 ul, 4.2 mmol). The solution was stirred for 1 h, concentrated in vacuo, and purified by preparatory HPLC (H2O/MeOH) to afford the title compound as a clear oil (430.0 mg, 1.336 mmol, 40%). 1H NMR (D2O, 400 MHz) δ 1.60 (s, 3H), 3.3-3.4 (m, 2H), 3.6-3.7 (m, 2H), 3.80 (d, J=14.8 Hz, 1H), 3.96 (d, J=14.8 Hz, 1H), 4.47 (d, J=9.4 Hz, ... Reactants: C=O (Formaldehyde), C(O)([O-])=O.[Na+] (sodium hydrogen carbonate), [Br-].C1(=CC=CC=C1)CC(=O)N[C@H]1[C@@H]2N(C(=C(CS2)C[P+](C2=CC=CC=C2)(C2=CC=CC=C2)C2=CC=CC=C2)C(=O)OCC(Cl)(Cl)Cl)C1=O ([7β-Phenylacetamido-4-(2,2,2-trichloroethoxy-carbonyl)ceph-3-em-3-ylmethyl]-triphenylphosphonium bromide). Solvent: C(Cl)Cl (methylene chloride). Run at time 25 minute. Yields the product C1(=CC=CC=C1)CC(=O)N[C@H]1[C@@H]2N(C(=C(CS2)C=C)C(=O)OCC(Cl)(Cl)Cl)C1=O (2,2,2-Trichloroethyl 7β-Phenylacetamido-3-vinylceph-3-em-4-carboxylate). Isolated yield 9.0%. RXN SMILES: C=O.[C:3](=O)([O-])O.[Na+].[Br-].[C:9]1([CH2:15][C:16]([NH:18][C@@H:19]2[C:54](=[O:55])[N:21]3[C:22]([C:46]([O:48][CH2:49][C:50]([Cl:53])([Cl:52])[Cl:51])=[O:47])=[C:23]([CH2:26][P+](C4C=CC=CC=4)(C4C=CC=CC=4)C4C=CC=CC=4)[CH2:24][S:25][C@H:20]23)=[O:17])[CH:14]=[CH:13][CH:12]=[CH:11][CH:10]=1>C(Cl)Cl>[C:9]1([CH2:15][C:16]([NH:18][C@@H:19]2[C:54](=[O:55])[N:21]3[C:22]([C:46]([O:48][CH2:49][C:50]([Cl:51])([Cl:53])[Cl:52])=[O:47])=[C:23]([CH:26]=[CH2:3])[CH2:24][S:25][C@H:20]23)=[O:17])[CH:14]=[CH:13][CH:12]=[CH:11][CH:10]=1 |f:1.2,3.4|. Reported procedure: 40% -Formaldehyde solution (3 ml.) and 4%-sodium hydrogen carbonate solution (6 ml.) were added to a solution of [7β-Phenylacetamido-4-(2,2,2-trichloroethoxy-carbonyl)ceph-3-em-3-ylmethyl]-triphenylphosphonium bromide (403 mg., 0.5 mmole) in methylene chloride (10 ml.), and the two phase mixture was stirred vigorously for 25 minutes. The organic phase was washed with 2N-hydrochloric acid and water (10 ml of each), dried (MgSO4), and evaporated to an orange oil which was crystallised from ethanol... Reactants: C(C=CCCCC)(=O)O (2-heptenoic acid), C(CCCCC=C)(=O)O (6-heptenoic acid), C(C=CCCC)(=O)O (2-hexenoic acid), C(CC=CCCC)(=O)O (3-heptenoic acid), C(CCC=CCC)(=O)O (4-heptenoic acid). Yields the product C(CCCCCC=C)(=O)O (7-octenoic acid). As a reaction SMILES: [C:1]([OH:9])(=[O:8])[CH:2]=[CH:3][CH2:4][CH2:5][CH2:6][CH3:7].[C:10](O)(=O)CC=CCCC.C(O)(=O)CCC=CCC.C(O)(=O)CCCCC=C.C(O)(=O)C=CCCC>>[C:1]([OH:9])(=[O:8])[CH2:2][CH2:3][CH2:4][CH2:5][CH2:6][CH:7]=[CH2:10]. Reported procedure: 2-heptenoic acid; 3-heptenoic acid; 4-heptenoic acid; 5-hetpenoic acid; 6-heptenoic acid; 2-hexenoic acid; The reactants are Fc1ccc(CCN2CCC(N3CCc4ccc(CCl)cc43)CC2)cc1, [H-], [Na+], O=C1NCCO1. Product: Cl, O=C1OCCN1Cc1ccc2c(c1)N(C1CCN(CCc3ccc(F)cc3)CC1)CC2. RXN SMILES: [F:9][c:10]1[cH:11][cH:12][c:13]([CH2:14][CH2:15][N:16]2[CH2:17][CH2:18][CH:19]([N:22]3[CH2:23][CH2:24][c:25]4[cH:26][cH:27][c:28]([CH2:31][Cl:32])[cH:29][c:30]43)[CH2:20][CH2:21]2)[cH:33][cH:34]1.[H-:7].[Na+:8].[O:1]1[C:2](=[O:6])[NH:3][CH2:4][CH2:5]1>>[ClH:32].[O:1]1[C:2](=[O:6])[N:3]([CH2:31][c:28]2[cH:27][cH:26][c:25]3[c:30]([cH:29]2)[N:22]([CH:19]2[CH2:18][CH2:17][N:16]([CH2:15][CH2:14][c:13]4[cH:12][cH:11][c:10]([F:9])[cH:34][cH:33]4)[CH2:21][CH2:20]2)[CH2:23][CH2:24]3)[CH2:4][CH2:5]1. Starting materials: ClC1=C(C(=CC=C1)F)NC1=NC=2C=C(C3=C(N=C(O3)C)C2N1)C(=O)OC (methyl 7-[(2-chloro-6-fluorophenyl)amino]-2-methyl-8H-imidazo[4,5-e][1,3]benzoxazole-4-carboxylate), FC1=C(N)C=C(C=C1)C(F)(F)F (2-fluoro-5-trifluoromethylaniline), C[Al](C)C (trimethyl aluminium). Run in C1(=CC=CC=C1)C (toluene). Yields the product ClC1=C(C(=CC=C1)F)NC=1NC2=C(C=C(C3=C2N=C(O3)C)C(=O)NC3=C(C=CC(=C3)C(F)(F)F)F)N1 (7-((2-Chloro-6-fluorophenyl)amino)-N-(2-fluoro-5-(trifluoromethyl)phenyl)-2-methyl-8H-imidazol[4′,5′:5,6]-benzo[1,2-d]oxazole-4-carboxamide). The yield is 23.0%. As a reaction SMILES: [Cl:1][C:2]1[CH:7]=[CH:6][CH:5]=[C:4]([F:8])[C:3]=1[NH:9][C:10]1[NH:22][C:21]2[C:16]3[N:17]=[C:18]([CH3:20])[O:19][C:15]=3[C:14]([C:23](OC)=[O:24])=[CH:13][C:12]=2[N:11]=1.[F:27][C:28]1[CH:34]=[CH:33][C:32]([C:35]([F:38])([F:37])[F:36])=[CH:31][C:29]=1[NH2:30].C[Al](C)C>C1(C)C=CC=CC=1>[Cl:1][C:2]1[CH:7]=[CH:6][CH:5]=[C:4]([F:8])[C:3]=1[NH:9][C:10]1[NH:22][C:21]2[C:16]3[N:17]=[C:18]([CH3:20])[O:19][C:15]=3[C:14]([C:23]([NH:30][C:29]3[CH:31]=[C:32]([C:35]([F:36])([F:37])[F:38])[CH:33]=[CH:34][C:28]=3[F:27])=[O:24])=[CH:13][C:12]=2[N:11]=1. Procedure details: The title compound was prepared following the procedure as described for Example-185 using methyl 7-[(2-chloro-6-fluorophenyl)amino]-2-methyl-8H-imidazo[4,5-e][1,3]benzoxazole-4-carboxylate (Step-3 of Intermediate-56, 0.100 g, 0.266 mmol), 2-fluoro-5-trifluoromethylaniline (0.071 g, 0.125 mmol), trimethyl aluminium (2M solution in toluene) (0.5 mL) and dry toluene (5.0 mL) to afford 0.015 g of the desired product. 1HNMR (DMSO-d6): δ 2.72 (s, 3H), 7.41-7.47 (m, 3H), 7.63 (s, 2H), 7.76 (s, 1H), 8....